From a dataset of the Open Reaction Database (ORD), a public repository of structured organic reaction records. describe an organic reaction: reactants, conditions, products, and yield Starting materials: COC1=CC2=C(CC(NC=C2)=O)C=C1OC (7,8-dimethoxy-1,3-dihydro-2H-3-benzazepin-2-one), CC(C)([O-])C.[K+] (potassium tert.butoxide), C(C1=CC=CC=C1)N1CC(CCC1)CBr (N-benzyl-3-(bromomethyl)-piperidine). The solvent is CS(=O)C (dimethylsulphoxide), CS(=O)C (dimethylsulphoxide). Run at time 45 minute. The product is C(C1=CC=CC=C1)N1CC(CCC1)CN1C=CC2=C(CC1=O)C=C(C(=C2)OC)OC (3-[(N-Benzyl-piperidin-3-yl)-methyl]-7,8-dimethoxy-1,3-dihydro-2H-3-benzazepin-2-one). RXN SMILES: [CH3:1][O:2][C:3]1[C:14]([O:15][CH3:16])=[CH:13][C:6]2[CH2:7][C:8](=[O:12])[NH:9][CH:10]=[CH:11][C:5]=2[CH:4]=1.CC(C)([O-])C.[K+].[CH2:23]([N:30]1[CH2:35][CH2:34][CH2:33][CH:32]([CH2:36]Br)[CH2:31]1)[C:24]1[CH:29]=[CH:28][CH:27]=[CH:26][CH:25]=1>CS(C)=O>[CH2:23]([N:30]1[CH2:35][CH2:34][CH2:33][CH:32]([CH2:36][N:9]2[C:8](=[O:12])[CH2:7][C:6]3[CH:13]=[C:14]([O:15][CH3:16])[C:3]([O:2][CH3:1])=[CH:4][C:5]=3[CH:11]=[CH:10]2)[CH2:31]1)[C:24]1[CH:29]=[CH:28][CH:27]=[CH:26][CH:25]=1 |f:1.2|. Procedure: 17.54 g (0.08 mol) of 7,8-dimethoxy-1,3-dihydro-2H-3-benzazepin-2-one are suspended in 150 ml of dimethylsulphoxide and 8.98 g (0.08 mol) of potassium tert.butoxide are added with stirring. After 45 minutes, 21.45 g (0.08 mol) of N-benzyl-3-(bromomethyl)-piperidine dissolved in 50 ml of dimethylsulphoxide are added dropwize to the resulting solution with stirring. After 2 hours the mixture is poured onto ice water. The aqueous phase is extracted three times, each time with 150 ml of ethyl acetat...